This data is from the Open Reaction Database (ORD), a public repository of structured organic reaction records. The task is: describe an organic reaction: reactants, conditions, products, and yield The reactants are C(=O)(O)C1=CC=C(C=O)C=C1 (4-carboxybenzaldehyde), FC1=CC=C(C=C1)CCC(CC(=O)OCC)=O (ethyl 5-(4-fluorophenyl)-3-oxopentanoate), N1CCCCC1 (piperidine). Solvent: C1=CC=CC=C1 (benzene). Yields the product C(C)OC(=O)C(=CC1=CC=C(C(=O)O)C=C1)C(CCC1=CC=C(C=C1)F)=O (4-[2-(Ethoxycarbonyl)-5-(4-fluorophenyl)-3-oxo-1-pentenyl]benzoic acid). The yield is 25.4%. Reaction SMILES: [C:1]([C:4]1[CH:11]=[CH:10][C:7]([CH:8]=O)=[CH:6][CH:5]=1)([OH:3])=[O:2].[F:12][C:13]1[CH:18]=[CH:17][C:16]([CH2:19][CH2:20][C:21](=[O:28])[CH2:22][C:23]([O:25][CH2:26][CH3:27])=[O:24])=[CH:15][CH:14]=1.N1CCCCC1>C1C=CC=CC=1>[CH2:26]([O:25][C:23]([C:22]([C:21](=[O:28])[CH2:20][CH2:19][C:16]1[CH:15]=[CH:14][C:13]([F:12])=[CH:18][CH:17]=1)=[CH:8][C:7]1[CH:10]=[CH:11][C:4]([C:1]([OH:3])=[O:2])=[CH:5][CH:6]=1)=[O:24])[CH3:27]. Procedure details: A mixture of 4-carboxybenzaldehyde (2.07 g, 13.81 mmol), ethyl 5-(4-fluorophenyl)-3-oxopentanoate (3.29 g, 13.81 mmol) and piperidine (0.25 mL, 2.53 mmol) in benzene (60 mL) was heated at reflux overnight under Dean-Stark conditions. The reaction mixture was concentrated and the crude material was dissolved in EtOAc. The EtOAc solution was washed with 0.1 M HCl and brine and then dried, filtered, and concentrated. Recrystallization of the resulting material from EtOAc/hexanes produced the title ... Reactants: CC(C)(C)OC(=O)c1ccc(-n2cnc3ccccc32)cc1NC(=O)c1ccccc1, O=C(O)C(F)(F)F. The product is O=C(Nc1cc(-n2cnc3ccccc32)ccc1C(=O)O)c1ccccc1. RXN SMILES: [C:8]([c:9]1[cH:10][cH:11][cH:12][cH:13][cH:14]1)(=[O:15])[NH:16][c:17]1[c:18]([C:19](=[O:20])[O:21][C:22]([CH3:23])([CH3:24])[CH3:25])[cH:26][cH:27][c:28](-[n:30]2[cH:31][n:32][c:33]3[c:34]2[cH:35][cH:36][cH:37][cH:38]3)[cH:29]1.[OH:1][C:2]([C:3]([F:4])([F:5])[F:6])=[O:7]>>[C:8]([c:9]1[cH:10][cH:11][cH:12][cH:13][cH:14]1)(=[O:15])[NH:16][c:17]1[c:18]([C:19](=[O:20])[OH:21])[cH:26][cH:27][c:28](-[n:30]2[cH:31][n:32][c:33]3[c:34]2[cH:35][cH:36][cH:37][cH:38]3)[cH:29]1. The reactants are Cc1cc2ccccc2cn1, [K+], [Na+], O=[N+]([O-])[O-], [OH-], O=S(=O)(O)O. Product: Cc1cc2c([N+](=O)[O-])cccc2cn1. As a reaction SMILES: [CH3:1][c:2]1[n:3][cH:4][c:5]2[cH:6][cH:7][cH:8][cH:9][c:10]2[cH:11]1.[K+:12].[Na+:18].[O-:13][N+:14]([O-:15])=[O:16].[OH-:17].[S:19](=[O:20])(=[O:21])([OH:22])[OH:23]>>[CH3:1][c:2]1[n:3][cH:4][c:5]2[cH:6][cH:7][cH:8][c:9]([N+:14](=[O:13])[O-:15])[c:10]2[cH:11]1. Starting materials: O=C([O-])[O-], CC(C)=O, Oc1ccccc1C(F)(F)F, CI, [K+], [K+]. Product: COc1ccccc1C(F)(F)F. Reaction SMILES: [C:12](=[O:13])([O-:14])[O-:15].[CH3:20][C:21](=[O:22])[CH3:23].[F:1][C:2]([c:3]1[c:4]([OH:9])[cH:5][cH:6][cH:7][cH:8]1)([F:10])[F:11].[I:18][CH3:19].[K+:16].[K+:17]>>[F:1][C:2]([c:3]1[c:4]([O:9][CH3:12])[cH:5][cH:6][cH:7][cH:8]1)([F:10])[F:11].